This data is from the Open Reaction Database (ORD), a public repository of structured organic reaction records. The task is: describe an organic reaction: reactants, conditions, products, and yield Starting materials: NC1=C(C=CC(=C1)C(C)(C)CC(C)(C)C)O (2-Amino-4-tert-octylphenol), C(C)(=O)OC(C)=O (acetic anhydride), Intermediate B. Solvent: C(C)#N (acetonitrile). Product: C(C)(=O)NC1=C(C=CC(=C1)C(C)(C)CC(C)(C)C)O (2-acetamido-4-tert-octylphenol). Isolated yield 70.0%. RXN SMILES: [NH2:1][C:2]1[CH:7]=[C:6]([C:8]([CH2:11][C:12]([CH3:15])([CH3:14])[CH3:13])([CH3:10])[CH3:9])[CH:5]=[CH:4][C:3]=1[OH:16].[C:17](OC(=O)C)(=[O:19])[CH3:18]>C(#N)C>[C:17]([NH:1][C:2]1[CH:7]=[C:6]([C:8]([CH2:11][C:12]([CH3:15])([CH3:14])[CH3:13])([CH3:9])[CH3:10])[CH:5]=[CH:4][C:3]=1[OH:16])(=[O:19])[CH3:18]. Procedure details: 2-Amino-4-tert-octylphenol was refluxed by heating in a mixture of acetonitrile and acetic anhydride to synthesize Intermediate B having the melting point of 176° to 177° C. in a yield of 70%. 26.3 g of 2-acetamido-4-tert-octylphenol thus obtained was dissolved in 200 ml of chloroform, the solution was cooled to 0° to 5° C. to which was added 8.1 g of sulfur monochloride (S2Cl2) and the mixture was stirred for 2 hours. Water was added to the reaction solution, and the chloroform layer was thorou... The reactants are CC(C)OC(=O)c1ccc(C2(C(=O)OC(C)(C)C)CCCCC2)cc1, ClCCl, O=C(O)C(F)(F)F. The product is CC(C)OC(=O)c1ccc(C2(C(=O)O)CCCCC2)cc1. RXN SMILES: [C:1]([CH3:2])([CH3:3])([CH3:4])[O:5][C:6](=[O:7])[C:8]1([c:14]2[cH:15][cH:16][c:17]([C:18](=[O:19])[O:20][CH:21]([CH3:22])[CH3:23])[cH:24][cH:25]2)[CH2:9][CH2:10][CH2:11][CH2:12][CH2:13]1.[Cl:33][CH2:34][Cl:35].[OH:26][C:27]([C:28]([F:29])([F:30])[F:31])=[O:32]>>[O:5]=[C:6]([OH:7])[C:8]1([c:14]2[cH:15][cH:16][c:17]([C:18](=[O:19])[O:20][CH:21]([CH3:22])[CH3:23])[cH:24][cH:25]2)[CH2:9][CH2:10][CH2:11][CH2:12][CH2:13]1. Reactants: Cn1ncc2cc(Oc3ccc([N+](=O)[O-])cc3F)c(Br)cc21, C1COCCO1, CC(C)(C)OC(=O)n1cc(B2OC(C)(C)C(C)(C)O2)cn1, [K+], [K+], [K+], O=C(C=Cc1ccccc1)C=Cc1ccccc1, O=C(C=Cc1ccccc1)C=Cc1ccccc1, O=C(C=Cc1ccccc1)C=Cc1ccccc1, O, O=P([O-])([O-])[O-], [Pd], [Pd]. Yields the product Cn1ncc2cc(Oc3ccc([N+](=O)[O-])cc3F)c(-c3cnn(C(=O)OC(C)(C)C)c3)cc21. RXN SMILES: [Br:7][c:8]1[c:9]([O:18][c:19]2[c:20]([F:28])[cH:21][c:22]([N+:25](=[O:26])[O-:27])[cH:23][cH:24]2)[cH:10][c:11]2[cH:12][n:13][n:14]([CH3:17])[c:15]2[cH:16]1.[CH2:1]1[O:2][CH2:3][CH2:4][O:5][CH2:6]1.[CH3:29][C:30]1([CH3:31])[C:32]([CH3:33])([CH3:34])[O:35][B:36]([c:37]2[cH:38][n:39][n:40]([C:42](=[O:43])[O:44][C:45]([CH3:46])([CH3:47])[CH3:48])[cH:41]2)[O:49]1.[K+:55].[K+:56].[K+:57].[O:60]=[C:61]([CH:62]=[CH:63][c:64]1[cH:65][cH:66][cH:67][cH:68][cH:69]1)[CH:70]=[CH:71][c:72]1[cH:73][cH:74][cH:75][cH:76][cH:77]1.[O:78]=[C:79]([CH:80]=[CH:81][c:82]1[cH:83][cH:84][cH:85][cH:86][cH:87]1)[CH:88]=[CH:89][c:90]1[cH:91][cH:92][cH:93][cH:94][cH:95]1.[O:96]=[C:97]([CH:98]=[CH:99][c:100]1[cH:101][cH:102][cH:103][cH:104][cH:105]1)[CH:106]=[CH:107][c:108]1[cH:109][cH:110][cH:111][cH:112][cH:113]1.[OH2:114].[P:50]([O-:51])([O-:52])([O-:53])=[O:54].[Pd:58].[Pd:59]>>[c:8]1(-[c:37]2[cH:38][n:39][n:40]([C:42](=[O:43])[O:44][C:45]([CH3:46])([CH3:47])[CH3:48])[cH:41]2)[c:9]([O:18][c:19]2[c:20]([F:28])[cH:21][c:22]([N+:25](=[O:26])[O-:27])[cH:23][cH:24]2)[cH:10][c:11]2[cH:12][n:13][n:14]([CH3:17])[c:15]2[cH:16]1. Starting materials: O=C([O-])[O-], CC#N, CC#N, C#C[Si](CC)(CC)CC, CC#N, COc1cnc2c(Oc3ccc(Nc4nnc(-c5ccc(Cl)cc5)c5ccccc45)cc3)ccnc2c1, Cl[Pd]Cl, [Cs+], [Cs+], C1COCCO1. Yields the product CC[Si](C#Cc1ccc(-c2nnc(Nc3ccc(Oc4ccnc5cc(OC)cnc45)cc3)c3ccccc23)cc1)(CC)CC. RXN SMILES: [C:38](=[O:39])([O-:40])[O-:41].[C:62](#[N:63])[CH3:64].[C:65](#[N:66])[CH3:67].[CH2:50]([CH3:51])[Si:52]([CH2:53][CH3:54])([CH2:55][CH3:56])[C:57]#[CH:58].[CH3:59][C:60]#[N:61].[Cl:1][c:2]1[cH:3][cH:4][c:5](-[c:8]2[n:9][n:10][c:11]([NH:18][c:19]3[cH:20][cH:21][c:22]([O:25][c:26]4[cH:27][cH:28][n:29][c:30]5[cH:31][c:32]([O:36][CH3:37])[cH:33][n:34][c:35]45)[cH:23][cH:24]3)[c:12]3[cH:13][cH:14][cH:15][cH:16][c:17]23)[cH:6][cH:7]1.[Cl:68][Pd:69][Cl:70].[Cs+:42].[Cs+:43].[O:44]1[CH2:45][CH2:46][O:47][CH2:48][CH2:49]1>>[c:2]1([C:58]#[C:57][Si:52]([CH2:50][CH3:51])([CH2:53][CH3:54])[CH2:55][CH3:56])[cH:3][cH:4][c:5](-[c:8]2[n:9][n:10][c:11]([NH:18][c:19]3[cH:20][cH:21][c:22]([O:25][c:26]4[cH:27][cH:28][n:29][c:30]5[cH:31][c:32]([O:36][CH3:37])[cH:33][n:34][c:35]45)[cH:23][cH:24]3)[c:12]3[cH:13][cH:14][cH:15][cH:16][c:17]23)[cH:6][cH:7]1. Starting materials: COC1=C(C(=O)NC2=CC(=C(C=C2)C=2SC3=C(N2)C=CC(=C3)OC)OC)C=C(C=C1)OC(F)(F)F (2-methoxy-N-[3-methoxy-4-(6-methoxy-1,3-benzothiazol-2-yl)phenyl]-5-(trifluoromethoxy)benzamide), CCCCCC.CCOC(=O)C.CO (Hexane EtOAc MeOH), B(Br)(Br)Br (BBr3), B(Br)(Br)Br (BBr3). Run in C(Cl)Cl (DCM). Run at time 4 day. Product: OC1=C(C(=O)NC2=CC(=C(C=C2)C=2SC3=C(N2)C=CC(=C3)O)O)C=C(C=C1)OC(F)(F)F (2-Hydroxy-N-[3-hydroxy-4-(6-hydroxy-1,3-benzothiazol-2-yl)phenyl]-5-(trifluoromethoxy)benzamide). The yield is 32.0%. As a reaction SMILES: C[O:2][C:3]1[CH:30]=[CH:29][C:28]([O:31][C:32]([F:35])([F:34])[F:33])=[CH:27][C:4]=1[C:5]([NH:7][C:8]1[CH:13]=[CH:12][C:11]([C:14]2[S:15][C:16]3[CH:22]=[C:21]([O:23]C)[CH:20]=[CH:19][C:17]=3[N:18]=2)=[C:10]([O:25]C)[CH:9]=1)=[O:6].B(Br)(Br)Br.CCCCCC.CCOC(C)=O.CO>C(Cl)Cl>[OH:2][C:3]1[CH:30]=[CH:29][C:28]([O:31][C:32]([F:34])([F:35])[F:33])=[CH:27][C:4]=1[C:5]([NH:7][C:8]1[CH:13]=[CH:12][C:11]([C:14]2[S:15][C:16]3[CH:22]=[C:21]([OH:23])[CH:20]=[CH:19][C:17]=3[N:18]=2)=[C:10]([OH:25])[CH:9]=1)=[O:6] |f:2.3.4|. Reported procedure: Prepared as described in the Demethylation section using 2-methoxy-N-[3-methoxy-4-(6-methoxy-1,3-benzothiazol-2-yl)phenyl]-5-(trifluoromethoxy)benzamide (0.30 g, 0.595 mmol) in dry DCM (12 ml) and BBr3 (1.0M in DCM, 1.9 ml, 1.9 mmol) at −78° C. under an atmosphere of argon. Additional BBr3 (1.0 M in DCM, 1.9 ml, 1.9 mmol) was added dropwise and the reaction mixture stirred at room temperature for 4 d to give the title compound (88 mg, 32%) as a pale yellow solid after work-up and flash chromatog... Starting materials: C(=O)(OC(C)(C)C)N[C@@H](CC1=CC=C(C=C1)OCCOC)[C@@H]1C[C@H](C(O1)=O)CC1=CC=C(C=C1)OCC1=CC=CC=C1 (5(S)-[1(S)-(Boc-amino)-2-[p-(2-methoxyethoxy)phenyl]ethyl]-3(R)-[(p-benzyloxyphenyl)methyl]dihydrofuran-2-(3H)-one), ice, [NH4+].[Cl-] (NH4Cl), C(CC(O)(C(=O)O)CC(=O)O)(=O)O (citric acid), [OH-].[Li+] (lithium hydroxide). Solvent: CO (Methanol), C(Cl)Cl (methylene chloride), O (water), C(OC)COC (dimethoxyethane). Reaction conditions: time 17 hour. Product: C(=O)(OC(C)(C)C)N[C@H]([C@H](C[C@H](C(=O)O)CC1=CC=C(C=C1)OCC1=CC=CC=C1)O)CC1=CC=C(C=C1)OCCOC (5(S)-(Boc-Amino)-4(S)-hydroxy-6-[p-(2-methoxyethoxy)phenyl]-2(R)-[(p-benzyloxyphenyl)methyl]hexanoic acid). Reaction SMILES: [C:1]([NH:8][C@H:9]([C@H:22]1[O:26][C:25](=[O:27])[C@H:24]([CH2:28][C:29]2[CH:34]=[CH:33][C:32]([O:35][CH2:36][C:37]3[CH:42]=[CH:41][CH:40]=[CH:39][CH:38]=3)=[CH:31][CH:30]=2)[CH2:23]1)[CH2:10][C:11]1[CH:16]=[CH:15][C:14]([O:17][CH2:18][CH2:19][O:20][CH3:21])=[CH:13][CH:12]=1)([O:3][C:4]([CH3:7])([CH3:6])[CH3:5])=[O:2].[OH-].[Li+].[NH4+].[Cl-].C(O)(=O)CC(CC(O)=O)(C(O)=O)[OH:50]>C(COC)OC.O.CO.C(Cl)Cl>[C:1]([NH:8][C@@H:9]([CH2:10][C:11]1[CH:12]=[CH:13][C:14]([O:17][CH2:18][CH2:19][O:20][CH3:21])=[CH:15][CH:16]=1)[C@@H:22]([OH:50])[CH2:23][C@@H:24]([CH2:28][C:29]1[CH:34]=[CH:33][C:32]([O:35][CH2:36][C:37]2[CH:38]=[CH:39][CH:40]=[CH:41][CH:42]=2)=[CH:31][CH:30]=1)[C:25]([OH:26])=[O:27])([O:3][C:4]([CH3:6])([CH3:7])[CH3:5])=[O:2] |f:1.2,3.4|. Reported procedure: 3.85 g (6.68 mmol) of 5(S)-[1(S)-(Boc-amino)-2-[p-(2-methoxyethoxy)phenyl]ethyl]-3(R)-[(p-benzyloxyphenyl)methyl]dihydrofuran-2-(3H)-one in 107 ml of dimethoxyethane and 54 ml of water are hydrolysed, under a protective gas, with 26.5 ml of a 1M lithium hydroxide solution. After 17 h at RT, the reaction mixture is treated with an ice-cold mixture of 324 ml of sat. NH4Cl solution, 27 ml of 10% citric acid solution and 134 ml of methylene chloride. Methanol is added in order to dissolve the produc... Yields the product BrC=1C(=CC(=NC1)NN)C1=CC=C(C=C1)Cl (5-bromo-4-(4-chlorophenyl)-2-hydrazinylpyridine). Yield: 63.9%. Reactants: BrC=1C(=CC(=NC1)Cl)C1=CC=C(C=C1)Cl (5-bromo-2-chloro-4-(4-chlorophenyl)pyridine), NN (hydrazine). As a reaction SMILES: [Br:1][C:2]1[C:3]([C:9]2[CH:14]=[CH:13][C:12]([Cl:15])=[CH:11][CH:10]=2)=[CH:4][C:5](Cl)=[N:6][CH:7]=1.[NH2:16][NH2:17]>C1COCC1>[Br:1][C:2]1[C:3]([C:9]2[CH:14]=[CH:13][C:12]([Cl:15])=[CH:11][CH:10]=2)=[CH:4][C:5]([NH:16][NH2:17])=[N:6][CH:7]=1. The solvent is C1CCOC1 (THF). Procedure details: To a solution of 5-bromo-2-chloro-4-(4-chlorophenyl)pyridine (1.3 g, 4.3 mmol) in THF (10 mL) was added hydrazine (1.4 g, 43 mmol). The reaction mixture was refluxed under argon for 4 days, then allowed to cool to 20° C. and concentrated in vacuo. The residue was purified by using reverse phase preparative HPLC (Conditions: Phenomenex Luna 5μC 18 30×100 mm; Eluted with 0% to 100% B, 10 min gradient, 100% B hold for 5 min, (A=90% H2O, 10% CH3CN, 0.1% trifluoroacetic acid and B=10% H2O, 90% CH3CN,... Reaction conditions: temperature 20 celsius. The reactants are ClC=1C=CC(=C(/C=C/C(=O)OC)C1)NS(=O)(=O)C1=CC=CC=C1 (methyl trans-5-chloro-2-(phenylsulfonylamino)cinnamate), ClCC(=O)C=1N(C=CC1)C (2-chloroacetyl-1-methylpyrrole). The product is COC(CC1=C(NC2=CC=C(C=C12)Cl)C(=O)C=1N(C=CC1)C)=O (Methyl[5-chloro-2-(1-methylpyrrole-2-carbonyl)-1H-indol-3-yl]acetate). Reaction SMILES: [Cl:1][C:2]1[CH:3]=[CH:4][C:5]([NH:14]S(C2C=CC=CC=2)(=O)=O)=[C:6]([CH:13]=1)/[CH:7]=[CH:8]/[C:9]([O:11][CH3:12])=[O:10].Cl[CH2:25][C:26]([C:28]1[N:29]([CH3:33])[CH:30]=[CH:31][CH:32]=1)=[O:27]>>[CH3:12][O:11][C:9](=[O:10])[CH2:8][C:7]1[C:6]2[C:5](=[CH:4][CH:3]=[C:2]([Cl:1])[CH:13]=2)[NH:14][C:25]=1[C:26]([C:28]1[N:29]([CH3:33])[CH:30]=[CH:31][CH:32]=1)=[O:27]. Procedure details: The title compound was prepared according to the procedure described in Example 8 (Method B) from methyl trans-5-chloro-2-(phenylsulfonylamino)cinnamate (Example 36, step 3) and 2-chloroacetyl-1-methylpyrrole (P. D. Croce et al., Synthesis, 1990, 212). The reactants are FC(C(CC(CCCCI)C(F)(F)F)(C(F)(F)F)F)(F)F (1,1,1,2-tetrafluoro-2,4-bis(trifluoromethyl)-8-iodooctane), C(C)O (ethanol), [S-]C#N.[K+] (potassium thiocyanate). The solvent is C(C)(=O)O (acetic acid). Product: FC(C(CC(CCCCSC#N)C(F)(F)F)(C(F)(F)F)F)(F)F (1,1,1,2-tetrafluoro-2,4-bis(trifluoromethyl)-8-thiocyanatooctane). Yield: 99.5%. Reaction SMILES: [F:1][C:2]([F:21])([F:20])[C:3]([F:19])([C:15]([F:18])([F:17])[F:16])[CH2:4][CH:5]([C:11]([F:14])([F:13])[F:12])[CH2:6][CH2:7][CH2:8][CH2:9]I.C(O)C.[S-:25][C:26]#[N:27].[K+]>C(O)(=O)C>[F:1][C:2]([F:21])([F:20])[C:3]([F:19])([C:15]([F:18])([F:17])[F:16])[CH2:4][CH:5]([C:11]([F:14])([F:13])[F:12])[CH2:6][CH2:7][CH2:8][CH2:9][S:25][C:26]#[N:27] |f:2.3|. Reported procedure: According to scheme (16) above, in a flask that can be equipped with an agitator, thermocouple and a reflux condenser, 30 grams (67 mmol) of 1,1,1,2-tetrafluoro-2,4-bis(trifluoromethyl)-8-iodooctane (see, e.g. Published International Patent Applications), 35 ml of absolute ethanol, 9.8 grams of potassium thiocyanate (KSCN) and 1.4 ml of glacial acetic acid (HOAc) can be placed to form a mixture. The mixture can be heated to reflux (about 84.7 C) and maintained for overnight while stirring. The m... Starting materials: O=[N+]([O-])c1cc(Br)ccc1F, O=C([O-])[O-], C#CCCO, [K+], [K+], CN(C)C=O, O. Product: C#CCCOc1ccc(Br)cc1[N+](=O)[O-]. RXN SMILES: [Br:1][c:2]1[cH:3][c:4]([N+:9](=[O:10])[O-:11])[c:5]([F:8])[cH:6][cH:7]1.[C:17](=[O:18])([O-:19])[O-:20].[CH2:12]([CH2:13][C:14]#[CH:15])[OH:16].[K+:21].[K+:22].[O:23]=[CH:24][N:25]([CH3:26])[CH3:27].[OH2:28]>>[Br:1][c:2]1[cH:3][c:4]([N+:9](=[O:10])[O-:11])[c:5]([O:16][CH2:12][CH2:13][C:14]#[CH:15])[cH:6][cH:7]1.